This data is from the Open Reaction Database (ORD), a public repository of structured organic reaction records. The task is: describe an organic reaction: reactants, conditions, products, and yield Reactants: [Cl-].[NH4+] (ammonium chloride), C(C)(=O)OC1C(C2CN(CC2C(C1)(C1=CC=CC=C1)C)CC1=CC=CC=C1)=O ((3aRS,5RS,7SR,7aRS)-5-acetoxy-2-benzyl-7-methyl-7-phenyl-4-perhydroisoindolone), COC1=C(C=CC=C1)[Mg]Br (2-methoxyphenylmagnesium bromide). Solvent: O1CCCC1 (tetrahydrofuran), O1CCCC1 (tetrahydrofuran), C(C)(=O)OCC (ethyl acetate). Run at time 18 hour. The product is C(C1=CC=CC=C1)N1CC2C(CC(C(C2C1)(O)C1=C(C=CC=C1)OC)O)(C1=CC=CC=C1)C ((3aRS,4RS,5RS,7SR,7aRS)-2-benzyl-7-methyl-7-phenyl-4-(2-methoxyphenyl)-4,5-perhydroisoindolediol). As a reaction SMILES: [CH3:1][O:2][C:3]1[CH:8]=[CH:7][CH:6]=[CH:5][C:4]=1[Mg]Br.C([O:14][CH:15]1[CH2:23][C:22]([CH3:30])([C:24]2[CH:29]=[CH:28][CH:27]=[CH:26][CH:25]=2)[CH:21]2[CH:17]([CH2:18][N:19]([CH2:31][C:32]3[CH:37]=[CH:36][CH:35]=[CH:34][CH:33]=3)[CH2:20]2)[C:16]1=[O:38])(=O)C.[Cl-].[NH4+]>O1CCCC1.C(OCC)(=O)C>[CH2:31]([N:19]1[CH2:18][CH:17]2[CH:21]([C:22]([CH3:30])([C:24]3[CH:29]=[CH:28][CH:27]=[CH:26][CH:25]=3)[CH2:23][CH:15]([OH:14])[C:16]2([C:4]2[CH:5]=[CH:6][CH:7]=[CH:8][C:3]=2[O:2][CH3:1])[OH:38])[CH2:20]1)[C:32]1[CH:33]=[CH:34][CH:35]=[CH:36][CH:37]=1 |f:2.3|. Reported procedure: 37 cm3 of 1.38 molar 2-methoxyphenylmagnesium bromide solution in tetrahydrofuran are added to a solution containing 2.4 g of (3aRS,5RS,7SR,7aRS)-5-acetoxy-2-benzyl-7-methyl-7-phenyl-4-perhydroisoindolone in 50 cm3 of tetrahydrofuran at 4° C. The reaction mixture is stirred at room temperature for 18 hours, treated with 150 cm3 of saturated aqueous ammonium chloride solution, taken up in 100 cm3 of ethyl acetate and washed with 100 cm3 of water and then with 100 cm3 of saturated aqueous sodium c... The reactants are CO, Fc1ccc(Cc2ccc(C3OCCO3)o2)cc1, O=C(O)CC(O)(CC(=O)O)C(=O)O. The product is O=Cc1ccc(Cc2ccc(F)cc2)o1. As a reaction SMILES: [CH3:32][OH:33].[F:1][c:2]1[cH:3][cH:4][c:5]([CH2:6][c:7]2[cH:8][cH:9][c:10]([CH:12]3[O:13][CH2:16][CH2:15][O:14]3)[o:11]2)[cH:17][cH:18]1.[OH:19][C:20]([CH2:21][C:22]([C:23](=[O:24])[OH:25])([CH2:26][C:27](=[O:28])[OH:29])[OH:30])=[O:31]>>[F:1][c:2]1[cH:3][cH:4][c:5]([CH2:6][c:7]2[cH:8][cH:9][c:10]([CH:12]=[O:13])[o:11]2)[cH:17][cH:18]1.